From a dataset of the Open Reaction Database (ORD), a public repository of structured organic reaction records. describe an organic reaction: reactants, conditions, products, and yield Starting materials: ClC=1C(=C(C=CC1)S)C (3-chloro-2-methyl-thiophenol), Cl.ClCC=1NCCN1 (2-chloromethyl-2-imidazoline hydrochloride), C([O-])([O-])=O.[K+].[K+] (potassium carbonate). Run in C(C)O (ethanol). Conditions: time 25 hour. Yields the product Cl.ClC=1C(=C(C=CC1)SCC=1NCCN1)C (2-(3-Chloro-2-methylph-enyl-thiomethyl)-2-imidazoline hydrochloride). Reaction SMILES: [Cl:1][C:2]1[C:3]([CH3:9])=[C:4]([SH:8])[CH:5]=[CH:6][CH:7]=1.Cl.Cl[CH2:12][C:13]1[NH:14][CH2:15][CH2:16][N:17]=1.C(=O)([O-])[O-].[K+].[K+]>C(O)C>[ClH:1].[Cl:1][C:2]1[C:3]([CH3:9])=[C:4]([S:8][CH2:12][C:13]2[NH:17][CH2:16][CH2:15][N:14]=2)[CH:5]=[CH:6][CH:7]=1 |f:1.2,3.4.5,7.8|. Procedure details: 5.55 g (35 mmol) of 3-chloro-2-methyl-thiophenol, 5.43 g (35 mmol) of 2-chloromethyl-2-imidazoline hydrochloride and 5 g of potassium carbonate are stirred in 40 ml of ethanol at room temperature. After 25 h, the mixture is filtered and the filtrate is concentrated to dryness. The crude product is purified by column chromatography on silica gel. After the eluting agent has been stripped off, ethanolic hydrochloric acid is added to the residue and the product is precipitated by addition of ether.... The reactants are C(C)(=O)[O-].[Na+] (sodium acetate), O1[C@H]2[C@@H](CC1=O)C=CC2 ((3aS, 6aR)-3, 3a, 6, 6a-tetrahydro-2H-cyclopenta[b]furan-2-one), C=O (paraformaldehyde), S(O)(O)(=O)=O (sulfuric acid), C(C)(=O)O (acetic acid). Reaction conditions: temperature 74 celsius. Product: C(C)(=O)OC1C(C2C(OC(C2)=O)C1)COC(C)=O (5-(Acetyloxy)-4-[(acetyloxy)methyl]hexahydro-2H-cyclopenta[b]furan-2-one). Yield: 39.0%. As a reaction SMILES: [O:1]1[C:5](=[O:6])[CH2:4][C@H:3]2[CH:7]=[CH:8][CH2:9][C@@H:2]12.[CH2:10]=O.S(=O)(=O)(O)O.[C:17]([O-:20])(=[O:19])[CH3:18].[Na+].[C:22]([OH:25])(=[O:24])[CH3:23]>>[C:17]([O:20][CH:8]1[CH2:9][CH:2]2[O:1][C:5](=[O:6])[CH2:4][CH:3]2[CH:7]1[CH2:10][O:24][C:22](=[O:25])[CH3:23])(=[O:19])[CH3:18] |f:3.4|. Procedure details: To a 100 mL round bottomed flask was charged (3aS, 6aR)-3, 3a, 6, 6a-tetrahydro-2H-cyclopenta[b]furan-2-one 49 (3.85 g, 31 mmol, prepared as described in Corey et al. J. Med Chem. 1993, 36, 243), paraformaldehyde (3.0 g), glacial acetic acid (30 mL), and concentrated sulfuric acid (1 mL). The mixture was heated to 74° C. for 24 hours. To the solution was added sodium acetate (4 g). The solution was concentrated in vacuo and the residue was dissolved in ethyl acetate (200 mL). The solution was wa... The reactants are C[Al](C)C (Trimethylaluminum), solution, FC(OC=1C=C(N)C=CC1)(F)F (3-(trifluoromethoxy)aniline), BrC=1C=C(C=C(C1O)Br)C1=NOC(=N1)C(=O)OCC (ethyl 3-(3,5-dibromo-4-hydroxyphenyl)-1,2,4-oxadiazole-5-carboxylate), O (Water). Run in CCCCCC (hexane), C1(=CC=CC=C1)C (toluene). Run at time 1 hour. Product: BrC=1C=C(C=C(C1O)Br)C1=NOC(=N1)C(=O)NC1=CC(=CC=C1)OC(F)(F)F (3-(3,5-Dibromo-4-hydroxyphenyl)-N-(3-(trifluoromethoxy)phenyl)-1,2,4-oxadiazole-5-carboxamide). Isolated yield 29.3%. As a reaction SMILES: C[Al](C)C.[F:5][C:6]([F:16])([F:15])[O:7][C:8]1[CH:9]=[C:10]([CH:12]=[CH:13][CH:14]=1)[NH2:11].[Br:17][C:18]1[CH:19]=[C:20]([C:26]2[N:30]=[C:29]([C:31](OCC)=[O:32])[O:28][N:27]=2)[CH:21]=[C:22]([Br:25])[C:23]=1[OH:24].O>CCCCCC.C1(C)C=CC=CC=1>[Br:25][C:22]1[CH:21]=[C:20]([C:26]2[N:30]=[C:29]([C:31]([NH:11][C:10]3[CH:12]=[CH:13][CH:14]=[C:8]([O:7][C:6]([F:15])([F:16])[F:5])[CH:9]=3)=[O:32])[O:28][N:27]=2)[CH:19]=[C:18]([Br:17])[C:23]=1[OH:24]. Reported procedure: Trimethylaluminum (0.075 mL of a 2 M solution in hexane, 0.15 mmol) was added to a stirred solution of 3-(trifluoromethoxy)aniline (26 mg, 0.15 mmol) in dry toluene (1 mL) under nitrogen. After stirring at room temperature for 1 hour, ethyl 3-(3,5-dibromo-4-hydroxyphenyl)-1,2,4-oxadiazole-5-carboxylate (58 mg, 0.15 mmol) was added in one portion and the mixture was stirred at room temperature for three days. Water (1 mL) was added and the mixture was extracted with ethyl acetate (3 mL). The orga...